Dataset: the Open Reaction Database (ORD), a public repository of structured organic reaction records. Task: describe an organic reaction: reactants, conditions, products, and yield Starting materials: O=c1[nH]c2cc(Cl)ccc2c(=O)n1CCO, ClC(Cl)Cl, O=S(Cl)Cl. Product: O=c1[nH]c2cc(Cl)ccc2c(=O)n1CCCl. RXN SMILES: [Cl:1][c:2]1[cH:3][cH:4][c:5]2[c:6](=[O:16])[n:7]([CH2:13][CH2:14][OH:15])[c:8](=[O:12])[nH:9][c:10]2[cH:11]1.[Cl:21][CH:22]([Cl:23])[Cl:24].[S:17]([Cl:18])([Cl:19])=[O:20]>>[Cl:1][c:2]1[cH:3][cH:4][c:5]2[c:6](=[O:16])[n:7]([CH2:13][CH2:14][Cl:19])[c:8](=[O:12])[nH:9][c:10]2[cH:11]1. Starting materials: C(C(=O)O)(=O)O (oxalic acid), C(CC)(N)=NO (Propionamide oxime), C1(CCCCC1)N=C=NC1CCCCC1 (dicyclohexylcarbodiimide), [Cl-].C(=O)(O)C1=CC[NH+](CC1)C (4-carboxy-1-methyl-1,2,5,6tetrahydropyridinium chloride). The solvent is C(C)O (ethanol), C(C)O (ethanol), CN(C)C=O (DMF). Reaction conditions: temperature 60 celsius, time 2 hour. Yields the product C(C(=O)[O-])(=O)[O-].C[NH+]1CC=C(CC1)C1=NC(=NO1)CC.C[NH+]1CC=C(CC1)C1=NC(=NO1)CC (1-methyl-4-(3-ethyl-1,2,4-oxadiazol-5-yl)-1,2,5,6-tetrahydropyridinium oxalate). Yield: 15.0%. As a reaction SMILES: [C:1](=[N:5][OH:6])([NH2:4])[CH2:2][CH3:3].C1(N=C=NC2CCCCC2)CCCCC1.[Cl-].[C:23]([C:26]1[CH2:31][CH2:30][NH+:29]([CH3:32])[CH2:28][CH:27]=1)([OH:25])=O.[C:33]([OH:38])(=[O:37])[C:34]([OH:36])=[O:35]>CN(C=O)C.C(O)C>[C:33]([O-:38])(=[O:37])[C:34]([O-:36])=[O:35].[CH3:32][NH+:29]1[CH2:30][CH2:31][C:26]([C:23]2[O:6][N:5]=[C:1]([CH2:2][CH3:3])[N:4]=2)=[CH:27][CH2:28]1.[CH3:32][NH+:29]1[CH2:30][CH2:31][C:26]([C:23]2[O:25][N:5]=[C:1]([CH2:2][CH3:3])[N:4]=2)=[CH:27][CH2:28]1 |f:2.3,7.8.9|. Procedure details: Propionamide oxime (440 mg; 5,0 mmol), dicyclohexylcarbodiimide (1030 mg; 5.0 mmol) and 4-carboxy-1-methyl-1,2,5,6tetrahydropyridinium chloride (886 mg; 5,0 mmol) were mixed in distilled DMF. The mixture was stirred at 60° C. for 11/2 hours and evaporated in vacuo. To the residue was added water (50 ml) and the mixture was extracted with toluene (3×75 ml). pH was adjusted to 10 by means of 4N NaOH and extracted with toluene (3×100 ml). The combined extracts were dried (Na2SO4) and evaporated in ... Reactants: ClC1C(CCCCC1)S(=O)(=O)N=C=O (2-chlorocycloheptylsulfonyl isocyanate), NC1=NC(=CC(=N1)C)C (2-amino-4,6-dimethylpyrimidine). The solvent is ClCCl (dichloromethane). Run at temperature 0 celsius, time 2 hour. The product is CC1=NC(=NC(=C1)C)NC(=O)NS(=O)(=O)C1C(CCCCC1)Cl (N-[(4,6-dimethylpyrimidin-2-yl)aminocarbonyl]-2-chlorocycloheptylsulfonamide). Isolated yield 61.4%. RXN SMILES: [Cl:1][CH:2]1[CH2:8][CH2:7][CH2:6][CH2:5][CH2:4][CH:3]1[S:9]([N:12]=[C:13]=[O:14])(=[O:11])=[O:10].[NH2:15][C:16]1[N:21]=[C:20]([CH3:22])[CH:19]=[C:18]([CH3:23])[N:17]=1>ClCCl>[CH3:23][C:18]1[CH:19]=[C:20]([CH3:22])[N:21]=[C:16]([NH:15][C:13]([NH:12][S:9]([CH:3]2[CH2:4][CH2:5][CH2:6][CH2:7][CH2:8][CH:2]2[Cl:1])(=[O:11])=[O:10])=[O:14])[N:17]=1. Procedure: 14.3 g (0.06 mole) of 2-chlorocycloheptylsulfonyl isocyanate in 100. ml of dichloromethane were initially introduced and 7.4 g (0.06 mole) of 2-amino-4,6-dimethylpyrimidine were added in portions at 0° C. The mixture was stirred initially at 0° C. for 2 hours and then at room temperature for 18 hours. The organic phase was then extracted with 3×40 ml of 2N H2SO4, washed to neutrality and the organic layer was dried over Na2SO4. Then 50 ml of n-hexane was added and the solvent was distilled off i... The reactants are ClC=1C=C(C(=O)OC)C=C(N1)Cl (methyl 2,6-dichloroisonicotinate), C1(=CC=CC=C1)C (toluene), C(CCC)[Sn](C(=C)OCC)(CCCC)CCCC (tributyl(1-ethoxyvinyl)tin). The reagents and catalysts are C=1C=CC(=CC1)/C=C/C(=O)/C=C/C2=CC=CC=C2.C=1C=CC(=CC1)/C=C/C(=O)/C=C/C2=CC=CC=C2.C=1C=CC(=CC1)/C=C/C(=O)/C=C/C2=CC=CC=C2.[Pd].[Pd] (tris(dibenzylideneacetone)dipalladium). Run in C(C)OCC (diethyl ether). Product: COC(C1=CC(=NC(=C1)C(=C)OCC)Cl)=O (2-Chloro-6-(1-ethoxyvinyl)-isonicotinic acid methyl ester). As a reaction SMILES: Cl[C:2]1[CH:3]=[C:4]([CH:9]=[C:10]([Cl:12])[N:11]=1)[C:5]([O:7][CH3:8])=[O:6].C1(C)C=CC=CC=1.C([Sn](CCCC)(CCCC)[C:25]([O:27][CH2:28][CH3:29])=[CH2:26])CCC>C(OCC)C.C1C=CC(/C=C/C(/C=C/C2C=CC=CC=2)=O)=CC=1.C1C=CC(/C=C/C(/C=C/C2C=CC=CC=2)=O)=CC=1.C1C=CC(/C=C/C(/C=C/C2C=CC=CC=2)=O)=CC=1.[Pd].[Pd]>[CH3:8][O:7][C:5](=[O:6])[C:4]1[CH:3]=[C:2]([C:25]([O:27][CH2:28][CH3:29])=[CH2:26])[N:11]=[C:10]([Cl:12])[CH:9]=1 |f:4.5.6.7.8|. Reported procedure: Add methyl 2,6-dichloroisonicotinate (2.06 g, 10 mmol), tetrakis(triphenylphosphine)palladium (0) (578 mg, 0.5 mmol), triphenyhlphosphine (263 mg, 1 mmol) and toluene (25 mL) in a previously nitrogen filled sealed vessel. Flush the reactants with nitrogen again. Add tributyl(1-ethoxyvinyl)tin (4.05 mL, 12.0 mmol) under nitrogen and heat the sealed mixture at 100° C. overnight with vigorous stirring. Cool the reaction to room temperature, dilute with diethyl ether and filter through a filtering a... Reactants: C(C)(C)(C)OC(NC1=C(C=C(C(=C1)OCC)C(F)(F)F)NC(CC(=O)C1=CC(=CC=C1)C1=CC(=NC=C1)C(C)C)=O)=O ([2-{3-[3-(2-isopropyl-pyridin-4-yl)-phenyl]-3-oxo-propionylamino}-5-ethoxy-4-trifluoromethyl-phenyl]-carbamic acid tert-butyl ester), C(=O)(C(F)(F)F)O (TFA). Solvent: C(Cl)Cl (CH2Cl2). Product: C(C)(C)C1=NC=CC(=C1)C=1C=C(C=CC1)C1=NC2=C(NC(C1)=O)C=C(C(=C2)OCC)C(F)(F)F (4-[3-(2-Isopropyl-pyridin-4-yl)-phenyl]-7-ethoxy-8-trifluoromethyl-1,3-dihydro-benzo[b][1,4]diazepin-2-one), solid. Isolated yield 78.0%. RXN SMILES: C(OC(=O)[NH:7][C:8]1[CH:13]=[C:12]([O:14][CH2:15][CH3:16])[C:11]([C:17]([F:20])([F:19])[F:18])=[CH:10][C:9]=1[NH:21][C:22](=[O:41])[CH2:23][C:24]([C:26]1[CH:31]=[CH:30][CH:29]=[C:28]([C:32]2[CH:37]=[CH:36][N:35]=[C:34]([CH:38]([CH3:40])[CH3:39])[CH:33]=2)[CH:27]=1)=O)(C)(C)C.C(O)(C(F)(F)F)=O>C(Cl)Cl>[CH:38]([C:34]1[CH:33]=[C:32]([C:28]2[CH:27]=[C:26]([C:24]3[CH2:23][C:22](=[O:41])[NH:21][C:9]4[CH:10]=[C:11]([C:17]([F:19])([F:20])[F:18])[C:12]([O:14][CH2:15][CH3:16])=[CH:13][C:8]=4[N:7]=3)[CH:31]=[CH:30][CH:29]=2)[CH:37]=[CH:36][N:35]=1)([CH3:39])[CH3:40]. Procedure details: The title compound was prepared from [2-{3-[3-(2-isopropyl-pyridin-4-yl)-phenyl]-3-oxo-propionylamino}-5-ethoxy-4-trifluoromethyl-phenyl]-carbamic acid tert-butyl ester (Example M254) (0.32 g, 0.55 mmol) by treatment with TFA in CH2Cl2 according to the general procedure N. Obtained as an off-white solid (200 mg, 78%).